This data is from the Open Reaction Database (ORD), a public repository of structured organic reaction records. The task is: describe an organic reaction: reactants, conditions, products, and yield Starting materials: C(C)(C)(C)[Si](OCCN1N=C(C=C1)[N+](=O)[O-])(C)C (1-[2-(tert-butyl-dimethyl-silanyloxy)-ethyl]-3-nitro-1H-pyrazole), [H][H] (hydrogen). Reagents/catalysts: [Pd] (palladium on activated carbon). The solvent is C(C)(=O)OCC (ethyl acetate), CO (methanol). Run at temperature 25 celsius, time 16 hour. Yields the product C(C)(C)(C)[Si](OCCN1N=C(C=C1)N)(C)C (1-[2-(tert-butyl-dimethyl-silanyloxy)-ethyl]-1H-pyrazol-3-ylamine). Isolated yield 90.0%. Reaction SMILES: [C:1]([Si:5]([CH3:18])([CH3:17])[O:6][CH2:7][CH2:8][N:9]1[CH:13]=[CH:12][C:11]([N+:14]([O-])=O)=[N:10]1)([CH3:4])([CH3:3])[CH3:2].[H][H]>C(OCC)(=O)C.CO.[Pd]>[C:1]([Si:5]([CH3:18])([CH3:17])[O:6][CH2:7][CH2:8][N:9]1[CH:13]=[CH:12][C:11]([NH2:14])=[N:10]1)([CH3:4])([CH3:3])[CH3:2]. Procedure details: A solution of 1-[2-(tert-butyl-dimethyl-silanyloxy)-ethyl]-3-nitro-1H-pyrazole (500 mg, 1.80 mmol) in ethyl acetate (15 mL) and methanol (15 mL) was treated with 10% palladium on activated carbon (wet, 50 mg) The flask was charged with hydrogen gas via balloon. The reaction stirred at 25° C. for 16 h. The reaction was then filtered through a plug of silica gel (Merck, 60, 40-63 μm) layered with diatomaceous earth and concentrated in vacuo to afford 1-[2-(tert-butyl-dimethyl-silanyloxy)-ethyl]-1H... Reactants: FC1=C(C(=O)NC2CCN(CC2)C)C=CC(=C1)[N+](=O)[O-] (2-fluoro-N-(1-methyl-4-piperidyl)-4-nitro-benzamide), CC=1C=C(C(=O)O)C=CC1[N+](=O)[O-] (3-Methyl-4-nitrobenzoic acid), Nitro. Product: CC=1C=C(C(=O)NC2CCN(CC2)C)C=CC1[N+](=O)[O-] (3-methyl-N-(1-methyl-4-piperidyl)-4-nitro-benzamide). As a reaction SMILES: F[C:2]1[CH:17]=[C:16]([N+:18]([O-:20])=[O:19])[CH:15]=[CH:14][C:3]=1[C:4]([NH:6][CH:7]1[CH2:12][CH2:11][N:10]([CH3:13])[CH2:9][CH2:8]1)=[O:5].[CH3:21]C1C=C(C=CC=1[N+]([O-])=O)C(O)=O>>[CH3:21][C:17]1[CH:2]=[C:3]([CH:14]=[CH:15][C:16]=1[N+:18]([O-:20])=[O:19])[C:4]([NH:6][CH:7]1[CH2:12][CH2:11][N:10]([CH3:13])[CH2:9][CH2:8]1)=[O:5]. Procedure: 3-methyl-N-(1-methyl-4-piperidyl)-4-nitro-benzamide was prepared in a manner analogous to Intermediate 62 utilising 3-Methyl-4-nitrobenzoic acid, available form Aldrich, as the starting Nitro acid.